From a dataset of the Open Reaction Database (ORD), a public repository of structured organic reaction records. describe an organic reaction: reactants, conditions, products, and yield The reactants are N1=C(C=CC=C1)CCN1CCN(CC1)C1=CC=CC=2C=C(OC21)C(=O)[O-].[Li+] (lithium 7-(4-(2-(pyridin-2-yl)ethyl)piperazin-1-yl)benzofuran-2-carboxylate), CN1C=NC(=C1)CN ((1-methyl-1H-imidazol-4-yl)methylamine). Product: CN1C=NC(=C1)CNC(=O)C=1OC2=C(C1)C=CC=C2N2CCN(CC2)CCC2=NC=CC=C2 (N-((1-Methyl-1H-imidazol-4-yl)methyl)-7-(4-(2-(pyridin-2-yl)ethyl)piperazin-1-yl)benzofuran-2-carboxamide). RXN SMILES: [N:1]1[CH:6]=[CH:5][CH:4]=[CH:3][C:2]=1[CH2:7][CH2:8][N:9]1[CH2:14][CH2:13][N:12]([C:15]2[C:23]3[O:22][C:21]([C:24]([O-])=[O:25])=[CH:20][C:19]=3[CH:18]=[CH:17][CH:16]=2)[CH2:11][CH2:10]1.[Li+].[CH3:28][N:29]1[CH:33]=[C:32]([CH2:34][NH2:35])[N:31]=[CH:30]1>>[CH3:28][N:29]1[CH:33]=[C:32]([CH2:34][NH:35][C:24]([C:21]2[O:22][C:23]3[C:15]([N:12]4[CH2:11][CH2:10][N:9]([CH2:8][CH2:7][C:2]5[CH:3]=[CH:4][CH:5]=[CH:6][N:1]=5)[CH2:14][CH2:13]4)=[CH:16][CH:17]=[CH:18][C:19]=3[CH:20]=2)=[O:25])[N:31]=[CH:30]1 |f:0.1|. Procedure: The compound was prepared according to the procedure disclosed in Example 1 starting from lithium 7-(4-(2-(pyridin-2-yl)ethyl)piperazin-1-yl)benzofuran-2-carboxylate (70 mg, 0.18 mmol) and (1-methyl-1H-imidazol-4-yl)methylamine (24 mg, 0.22 mmol). Yield: 42 mg (48%).